The task is: describe an organic reaction: reactants, conditions, products, and yield. This data is from the Open Reaction Database (ORD), a public repository of structured organic reaction records. Yields the product C1(=CC=CC=C1)S(=O)(=O)C1=CC=2C(=NN(N2)C=2C=C(CCC(=O)OC3CC(NC(C3)(C)C)(C)C)C=C(C2O)C(C)(C)C)C=C1 (2,2,6,6-Tetramethylpiperidin-4-yl 3-(5-Phenylsulfonylbenzotriazol-2-yl)-5-tert-butyl-4-hydroxyhydrocinnamate). Procedure details: Methyl 3-(5-phenylsulfonylbenzotriazol-2-yl)-5-tert-butyl-4-hydroxyhydrocinnamate (10 g, 0.02 mol), xylenes (100 g, 0.93 mol) and 2,2,6,6-tetramethyl-4-hydroxypiperidine (4.0 g, 0.025 mol) are charged to a reactor. The contents are heated to reflux in order to dry the xylenes. The contents are cooled to 50° C. at which time lithium amide (0.4 g, 0.017 mol) is added. The reaction mass is then heated to reflux and held at that temperature for 3.5 hours. The reaction is monitored by thin layer chro... The yield is 103.4%. Starting materials: C1(=CC=CC=C1)S(=O)(=O)C1=CC=2C(=NN(N2)C=2C=C(CCC(=O)OC)C=C(C2O)C(C)(C)C)C=C1 (Methyl 3-(5-phenylsulfonylbenzotriazol-2-yl)-5-tert-butyl-4-hydroxyhydrocinnamate), xylenes, CC1(NC(CC(C1)O)(C)C)C (2,2,6,6-tetramethyl-4-hydroxypiperidine), [NH2-].[Li+] (lithium amide). Run at temperature 50 celsius, time 3.5 hour. RXN SMILES: [C:1]1([S:7]([C:10]2[CH:35]=[CH:34][C:13]3=[N:14][N:15]([C:17]4[CH:18]=[C:19]([CH:26]=[C:27]([C:30]([CH3:33])([CH3:32])[CH3:31])[C:28]=4[OH:29])[CH2:20][CH2:21][C:22]([O:24][CH3:25])=[O:23])[N:16]=[C:12]3[CH:11]=2)(=[O:9])=[O:8])[CH:6]=[CH:5][CH:4]=[CH:3][CH:2]=1.[CH3:36][C:37]1([CH3:46])[CH2:42]C(O)[CH2:40][C:39]([CH3:45])([CH3:44])[NH:38]1.[NH2-].[Li+]>>[C:1]1([S:7]([C:10]2[CH:35]=[CH:34][C:13]3=[N:14][N:15]([C:17]4[CH:18]=[C:19]([CH:26]=[C:27]([C:30]([CH3:32])([CH3:31])[CH3:33])[C:28]=4[OH:29])[CH2:20][CH2:21][C:22]([O:24][CH:25]4[CH2:40][C:39]([CH3:45])([CH3:44])[NH:38][C:37]([CH3:46])([CH3:42])[CH2:36]4)=[O:23])[N:16]=[C:12]3[CH:11]=2)(=[O:9])=[O:8])[CH:2]=[CH:3][CH:4]=[CH:5][CH:6]=1 |f:2.3|. The reactants are C(CC)C(CO)CCCCC (2-propylheptanol), OC(=O)CCCCCCCCC (capric acid), Sn oxalate. The solvent is O (water). Yields the product O(C(=O)CCCCCCCCC)CC(CCCCC)CCC (2-propylheptyl Caprate). The yield is 84.1%. RXN SMILES: [CH2:1]([CH:4]([CH2:7][CH2:8][CH2:9][CH2:10][CH3:11])[CH2:5][OH:6])[CH2:2][CH3:3].[OH:12][C:13]([CH2:15][CH2:16][CH2:17][CH2:18][CH2:19][CH2:20][CH2:21][CH2:22][CH3:23])=O>O>[O:6]([CH2:5][CH:4]([CH2:1][CH2:2][CH3:3])[CH2:7][CH2:8][CH2:9][CH2:10][CH3:11])[C:13]([CH2:15][CH2:16][CH2:17][CH2:18][CH2:19][CH2:20][CH2:21][CH2:22][CH3:23])=[O:12]. Procedure details: 1108.0 g 2-propylheptanol (7 mol) and 1205.9 g capric acid (7 mol) were heated for 6 h to 220° C. on a water separator together with 0.27 g Fascat® 2001 (Sn oxalate: 0.1% by weight, based on the composition as a whole). After the separation of water had stopped, the crude product was distilled in an oil pump vacuum through a 250 mm Vigreux column (T=141-152° C.). 1840.1 g of a colorless oil were obtained: OHV=<0.08, AV=<0.18. Reactants: CCOC(C)=O, O=[N+]([O-])c1ccn(-c2ccccc2)c1, [Na+], [OH-]. The product is Nc1ccn(-c2ccccc2)c1. Reaction SMILES: [CH3:17][CH2:18][O:19][C:20]([CH3:21])=[O:22].[N+:1]([O-:2])(=[O:3])[c:4]1[cH:5][n:6](-[c:9]2[cH:10][cH:11][cH:12][cH:13][cH:14]2)[cH:7][cH:8]1.[Na+:16].[OH-:15]>>[NH2:1][c:4]1[cH:5][n:6](-[c:9]2[cH:10][cH:11][cH:12][cH:13][cH:14]2)[cH:7][cH:8]1. Starting materials: O=C([O-])O, O=[N+]([O-])c1ccc(OCc2ccccc2)c(F)c1, CCOC(C)=O, O=C(Cl)OCc1ccccc1, [Na+], [Pt]. Yields the product O=C(Nc1ccc(OCc2ccccc2)c(F)c1)OCc1ccccc1. Reaction SMILES: [C:19](=[O:20])([OH:21])[O-:22].[CH2:1]([c:2]1[cH:3][cH:4][cH:5][cH:6][cH:7]1)[O:8][c:9]1[c:10]([F:18])[cH:11][c:12]([N+:15]([O-:16])=[O:17])[cH:13][cH:14]1.[CH3:35][CH2:36][O:37][C:38](=[O:39])[CH3:40].[Cl:24][C:25](=[O:26])[O:27][CH2:28][c:29]1[cH:30][cH:31][cH:32][cH:33][cH:34]1.[Na+:23].[Pt:41]>>[CH2:1]([c:2]1[cH:3][cH:4][cH:5][cH:6][cH:7]1)[O:8][c:9]1[c:10]([F:18])[cH:11][c:12]([NH:15][C:25](=[O:26])[O:27][CH2:28][c:29]2[cH:30][cH:31][cH:32][cH:33][cH:34]2)[cH:13][cH:14]1. Reactants: NC1=NC(=NC(=C1NC(OC)=O)N)C1=NN(C2=NC=C(C=C21)F)CC2=C(C=CC=C2)F (Methyl {4,6-diamino-2-[5-fluoro-1-(2-fluorobenzyl)-1H-pyrazolo[3,4-b]pyridin-3-yl]pyrimidin-5-yl}carbamate), O (water), [H-].[Na+] (sodium hydride), ClC(S(=O)(=O)OCC(F)(F)F)(Cl)Cl (2,2,2-trifluoroethyl trichloromethanesulfonate). Solvent: C1CCOC1 (THF). Reaction conditions: temperature 0 celsius, time 90 minute. The product is NC1=NC(=NC(=C1N(C(OC)=O)CC(F)(F)F)N)C1=NN(C2=NC=C(C=C21)F)CC2=C(C=CC=C2)F (Methyl {4,6-diamino-2-[5-fluoro-1-(2-fluorobenzyl)-1H-pyrazolo[3,4-b]pyridin-3-yl]pyrimidin-5-yl}(2,2,2-trifluoroethyl)carbamate). Reaction SMILES: [NH2:1][C:2]1[C:7]([NH:8][C:9](=[O:12])[O:10][CH3:11])=[C:6]([NH2:13])[N:5]=[C:4]([C:14]2[C:22]3[C:17](=[N:18][CH:19]=[C:20]([F:23])[CH:21]=3)[N:16]([CH2:24][C:25]3[CH:30]=[CH:29][CH:28]=[CH:27][C:26]=3[F:31])[N:15]=2)[N:3]=1.[H-].[Na+].ClC(Cl)(Cl)S(O[CH2:40][C:41]([F:44])([F:43])[F:42])(=O)=O.O>C1COCC1>[NH2:1][C:2]1[C:7]([N:8]([CH2:40][C:41]([F:44])([F:43])[F:42])[C:9](=[O:12])[O:10][CH3:11])=[C:6]([NH2:13])[N:5]=[C:4]([C:14]2[C:22]3[C:17](=[N:18][CH:19]=[C:20]([F:23])[CH:21]=3)[N:16]([CH2:24][C:25]3[CH:30]=[CH:29][CH:28]=[CH:27][C:26]=3[F:31])[N:15]=2)[N:3]=1 |f:1.2|. Reported procedure: 3.470 g (8.138 mmol) of the compound from example 31A were suspended in 35 ml of THF, 358 mg (8.952 mmol) of sodium hydride (60% suspension in mineral oil) were added at 0° C. and the mixture was stirred at 0° C. for 90 min, forming a solution. 2.519 g (8.952 mmol) of 2,2,2-trifluoroethyl trichloromethanesulfonate were added and the mixture was stirred at RT for 48 h. The mixture was then stirred with water and concentrated on a rotary evaporator. The residue was taken up in ethyl acetate, and t... The reactants are CN1CCC(O)N(c2nnc(C(C)(C)C)s2)C1=O, O=C(Cl)Oc1cccc([N+](=O)[O-])c1, c1ccncc1. The product is CN1CCC(OC(=O)Oc2cccc([N+](=O)[O-])c2)N(c2nnc(C(C)(C)C)s2)C1=O. RXN SMILES: [C:1]([CH3:2])([CH3:3])([CH3:4])[c:5]1[n:6][n:7][c:8]([N:10]2[C:11](=[O:18])[N:12]([CH3:17])[CH2:13][CH2:14][CH:15]2[OH:16])[s:9]1.[Cl:19][C:20](=[O:21])[O:22][c:23]1[cH:24][c:25]([N+:29](=[O:30])[O-:31])[cH:26][cH:27][cH:28]1.[cH:32]1[cH:33][cH:34][n:35][cH:36][cH:37]1>>[C:1]([CH3:2])([CH3:3])([CH3:4])[c:5]1[n:6][n:7][c:8]([N:10]2[C:11](=[O:18])[N:12]([CH3:17])[CH2:13][CH2:14][CH:15]2[O:16][C:20](=[O:21])[O:22][c:23]2[cH:24][c:25]([N+:29](=[O:30])[O-:31])[cH:26][cH:27][cH:28]2)[s:9]1.